From a dataset of the Open Reaction Database (ORD), a public repository of structured organic reaction records. describe an organic reaction: reactants, conditions, products, and yield Starting materials: resultant mixture, ClC=1C=CC(=C(C1)C(C)=O)O (5′-chloro-2′-hydroxyacetophenone), S(O)(O)(=O)=O (sulfuric acid), C(C(=O)OCC)(=O)OCC (Diethyl oxalate), [H-].[Na+] (sodium hydride). The solvent is C(C)O (ethanol), C(C)O (ethanol), C(C)O (ethanol), C(C)O (ethanol). Reaction conditions: time 10 minute. Yields the product C(C)OC(=O)C=1OC2=CC=C(C=C2C(C1)=O)Cl (6-chloro-4-oxo-4H-chromene-2-carboxylic acid ethyl ester). RXN SMILES: [H-].[Na+].[C:3]([O:10][CH2:11][CH3:12])(=[O:9])[C:4]([O:6][CH2:7][CH3:8])=O.[Cl:13][C:14]1[CH:15]=[CH:16][C:17]([OH:23])=[C:18](C(=O)C)[CH:19]=1.S(=O)(=O)(O)O>C(O)C>[CH2:11]([O:10][C:3]([C:4]1[O:6][C:7]2[C:18]([C:17](=[O:23])[CH:16]=1)=[CH:19][C:14]([Cl:13])=[CH:15][CH:8]=2)=[O:9])[CH3:12] |f:0.1|. Reported procedure: In an argon atmosphere, ca. 60% oily sodium hydride (1.68 g) was added to ethanol (10 mL). The mixture was stirred at room temperature for 10 minutes. Diethyl oxalate (3.36 mL) was added thereto, 5′-chloro-2′-hydroxyacetophenone (2.82 g) dissolved in ethanol (20 mL) was added dropwise to the resultant mixture, and ethanol (40 mL) was further added, followed by refluxing for 1.5 hours and stirring at 50° C. for 14 hours. To the reaction mixture, concentrated sulfuric acid (1.5 mL) and ethanol (10... Reactants: fused zinc chloride, C(CC(=O)OCC)(=O)OCC (diethyl malonate), C(C)OC(CC(OCC)OCC)OCC (1,1,3,3-tetraethoxypropane), C(C)(=O)OC(C)=O (acetic anhydride). Reaction conditions: time 16 hour. Yields the product C(C)OC=CC=C(C(=O)OCC)C(=O)OCC (Diethyl 3-ethoxyallylidenemalonate). RXN SMILES: C([O:3][CH:4]([O:13][CH2:14][CH3:15])[CH2:5][CH:6]([O:10]CC)[O:7][CH2:8][CH3:9])C.C(OC(=O)C)(=O)C.[C:23](OCC)(=O)[CH2:24][C:25]([O:27][CH2:28][CH3:29])=O>>[CH2:28]([O:27][CH:25]=[CH:24][CH:23]=[C:5]([C:4]([O:13][CH2:14][CH3:15])=[O:3])[C:6]([O:7][CH2:8][CH3:9])=[O:10])[CH3:29]. Procedure: To a stirred, refluxing solution of 1.0 g. of freshly fused zinc chloride in 220 g. (1.0 mole) of 1,1,3,3-tetraethoxypropane and 200 g. (1.96 moles) of acetic anhydride is added dropwise during 3 hr. 10 min. 91 g. (0.57 mole) of diethyl malonate. After addition is complete, the reaction mixture is refluxed for one-half hour after which time the lower boiling components of the reaction mixture are removed by distillation up to a vapor temperature of 120° C. (pot 130° C.). An additional 50 ml. of ... The reactants are C([O-])([O-])=O.[Na+].[Na+] (sodium carbonate), Cl.COC1=C(C=CC=C1)NN (2-methoxyphenyl hydrazine hydrochloride), O (water), CC(C(C)=O)C(C)=O (3-methyl-2,4-pentanedione). The solvent is C(C)O (ethanol). Product: COC1=C(C=CC=C1)N1N=C(C(=C1C)C)C (1-(2-Methoxyphenyl)-3,4,5-trimethyl-1H-pyrazol). As a reaction SMILES: Cl.[CH3:2][O:3][C:4]1[CH:9]=[CH:8][CH:7]=[CH:6][C:5]=1[NH:10][NH2:11].[CH3:12][CH:13]([C:17](=O)[CH3:18])[C:14](=O)[CH3:15].O.C(=O)([O-])[O-].[Na+].[Na+]>C(O)C>[CH3:2][O:3][C:4]1[CH:9]=[CH:8][CH:7]=[CH:6][C:5]=1[N:10]1[C:17]([CH3:18])=[C:13]([CH3:12])[C:14]([CH3:15])=[N:11]1 |f:0.1,4.5.6|. Reported procedure: 200 mg of 2-methoxyphenyl hydrazine hydrochloride was dissolved in 4 ml of ethanol, and 134 μl of 3-methyl-2,4-pentanedione was added and heated at reflux for 3 hours. To the reaction mixture was added 50 ml of water, neutralized with a saturated aqueous solution of sodium carbonate, and extracted with 60 ml of ethyl acetate. After the organic layer was dried over anhydrous magnesium sulfate, the solvent was distilled off under reduced pressure to yield 209.8 mg of the title compound.